The task is: describe an organic reaction: reactants, conditions, products, and yield. This data is from the Open Reaction Database (ORD), a public repository of structured organic reaction records. The reactants are CO.C(Cl)(Cl)Cl (methanol chloroform), NC1=NC(=C2NC=NC2=N1)Cl (2-amino-6-chloropurine), COC(C1=CC=C(C=C1)CBr)=O (4-(bromomethyl)benzoic acid methyl ester), C([O-])([O-])=O.[K+].[K+] (potassium carbonate), products. The solvent is CN(C)C=O (DMF). Run at time 3 day. Yields the product NC1=NC(=C2N=CN(C2=N1)CC1=CC=C(C=C1)C(=O)OC)Cl (2-amino-9-[(4-carbomethoxyphenyl)methyl)-6-chloropurine). RXN SMILES: [NH2:1][C:2]1[N:10]=[C:9]2[C:5]([NH:6][CH:7]=[N:8]2)=[C:4]([Cl:11])[N:3]=1.[CH3:12][O:13][C:14](=[O:23])[C:15]1[CH:20]=[CH:19][C:18]([CH2:21]Br)=[CH:17][CH:16]=1.C(=O)([O-])[O-].[K+].[K+].CO.C(Cl)(Cl)Cl>CN(C=O)C>[NH2:1][C:2]1[N:10]=[C:9]2[C:5]([N:6]=[CH:7][N:8]2[CH2:21][C:18]2[CH:17]=[CH:16][C:15]([C:14]([O:13][CH3:12])=[O:23])=[CH:20][CH:19]=2)=[C:4]([Cl:11])[N:3]=1 |f:2.3.4,5.6|. Procedure: A mixture of 2-amino-6-chloropurine (5 g, 0.029 mol), 4-(bromomethyl)benzoic acid methyl ester (6.7 g, 0.029 mol), and potassium carbonate (4.0 g, 0.029 mol) in dry DMF (75 ml) is stirred at room temperature for three days. The reaction mixture is filtered and the filtrate is evaporated to near dryness under vacuum. Water is added and the precipitate is collected by filtration to give a mixture of 7- and 9-substituted products (10.5 g). A sample of pure 9-isomer, i.e., 2-amino-9-[(4-carbomethoxy... Starting materials: CCCN(CCCc1ccc(OC(C)(C)C(=O)OCC)cc1)S(=O)(=O)c1sc2ccc(Cl)cc2c1C, CCO, [Na+], [OH-], O. Yields the product CCCN(CCCc1ccc(OC(C)(C)C(=O)O)cc1)S(=O)(=O)c1sc2ccc(Cl)cc2c1C. RXN SMILES: [CH2:1]([CH3:2])[O:3][C:4]([C:5]([CH3:6])([CH3:7])[O:8][c:9]1[cH:10][cH:11][c:12]([CH2:15][CH2:16][CH2:17][N:18]([CH2:19][CH2:20][CH3:21])[S:22](=[O:23])(=[O:24])[c:25]2[c:26]([CH3:35])[c:27]3[c:28]([s:29]2)[cH:30][cH:31][c:32]([Cl:34])[cH:33]3)[cH:13][cH:14]1)=[O:36].[CH3:39][CH2:40][OH:41].[Na+:38].[OH-:37].[OH2:42]>>[O:3]=[C:4]([C:5]([CH3:6])([CH3:7])[O:8][c:9]1[cH:10][cH:11][c:12]([CH2:15][CH2:16][CH2:17][N:18]([CH2:19][CH2:20][CH3:21])[S:22](=[O:23])(=[O:24])[c:25]2[c:26]([CH3:35])[c:27]3[c:28]([s:29]2)[cH:30][cH:31][c:32]([Cl:34])[cH:33]3)[cH:13][cH:14]1)[OH:36]. Starting materials: [Br-], [Br-], [Br-], CCOC(=O)c1cc(C(C)=O)[nH]n1, C1CCOC1, O, C[N+](C)(C)c1ccccc1, C[N+](C)(C)c1ccccc1, C[N+](C)(C)c1ccccc1. Product: CCOC(=O)c1cc(C(=O)CBr)[nH]n1. RXN SMILES: [Br-:19].[Br-:20].[Br-:21].[CH2:1]([CH3:2])[O:3][C:4](=[O:5])[c:6]1[n:7][nH:8][c:9]([C:11]([CH3:12])=[O:13])[cH:10]1.[O:14]1[CH2:15][CH2:16][CH2:17][CH2:18]1.[OH2:52].[c:22]1([N+:23]([CH3:24])([CH3:25])[CH3:26])[cH:27][cH:28][cH:29][cH:30][cH:31]1.[c:32]1([N+:33]([CH3:34])([CH3:35])[CH3:36])[cH:37][cH:38][cH:39][cH:40][cH:41]1.[c:42]1([N+:43]([CH3:44])([CH3:45])[CH3:46])[cH:47][cH:48][cH:49][cH:50][cH:51]1>>[CH2:1]([CH3:2])[O:3][C:4](=[O:5])[c:6]1[n:7][nH:8][c:9]([C:11]([CH2:12][Br:19])=[O:13])[cH:10]1. Starting materials: C1(CCCCC1)N=C=NC1CCCCC1 (dicyclohexylcarbodiimide), C(C1=CC=CC=C1)OC(=O)N[C@@H](CC1=CNC2=CC=C(C=C12)O)C(=O)O (N-benzyloxycarbonyl-5-hydroxy-L-tryptophan), NCCCC(=O)OC(C)(C)C (tert.-butyl γ-aminobutyrate). RXN SMILES: [CH2:1]([O:8][C:9]([NH:11][C@H:12]([C:24]([OH:26])=O)[CH2:13][C:14]1[C:22]2[C:17](=[CH:18][CH:19]=[C:20]([OH:23])[CH:21]=2)[NH:16][CH:15]=1)=[O:10])[C:2]1[CH:7]=[CH:6][CH:5]=[CH:4][CH:3]=1.[NH2:27][CH2:28][CH2:29][CH2:30][C:31]([O:33][C:34]([CH3:37])([CH3:36])[CH3:35])=[O:32].C1(N=C=NC2CCCCC2)CCCCC1>CC(C)=O.C(Cl)(Cl)Cl>[CH2:1]([O:8][C:9]([NH:11][C@H:12]([C:24]([CH:30]([CH2:29][CH2:28][NH2:27])[C:31]([O:33][C:34]([CH3:35])([CH3:37])[CH3:36])=[O:32])=[O:26])[CH2:13][C:14]1[C:22]2[C:17](=[CH:18][CH:19]=[C:20]([OH:23])[CH:21]=2)[NH:16][CH:15]=1)=[O:10])[C:2]1[CH:3]=[CH:4][CH:5]=[CH:6][CH:7]=1. The solvent is C(Cl)(Cl)Cl (chloroform), C(Cl)(Cl)Cl (chloroform), CC(=O)C (acetone). Procedure: 85 mmol of N-benzyloxycarbonyl-5-hydroxy-L-tryptophan and 85 mmol of tert.-butyl γ-aminobutyrate are dissolved in 170 ml of acetone and 300 ml of pure chloroform. A solution of 17.7 g (86 mmol) of dicyclohexylcarbodiimide in 80 ml of chloroform is then added and the mixture is stirred at ordinary temperature until the condensation has ended. After evaporation, taking up with ethyl acetate and the customary treatment, 40 g of a crude product are obtained, which are purified by chromatography on a... Isolated yield 95.0%. The product is C(C1=CC=CC=C1)OC(=O)N[C@@H](CC1=CNC2=CC=C(C=C12)O)C(=O)C(C(=O)OC(C)(C)C)CCN (Tert.-butyl N-benzyloxycarbonyl-5-hydroxy-L-tryptophyl-γ-aminobutyrate). RXN SMILES: [C:1]([CH3:2])(=[O:3])[O:4][c:5]1[cH:6][c:7]([CH:31]=[O:32])[cH:8][c:9]2[c:17]1[CH:16]([CH2:18][O:19][C:20]([NH2:21])=[O:22])[C:15]1([O:24][C:25]([CH3:26])=[O:27])[CH:14]3[CH:12]([CH2:11][N:10]2[O:23]1)[N:13]3[C:28]([CH3:29])=[O:30].[C:36](=[O:37])([OH:38])[O-:39].[CH3:41][OH:42].[ClH:33].[NH2:34][OH:35].[Na+:40]>>[C:1]([CH3:2])(=[O:3])[O:4][c:5]1[cH:6][c:7]([CH:31]=[N:34][OH:35])[cH:8][c:9]2[c:17]1[CH:16]([CH2:18][O:19][C:20]([NH2:21])=[O:22])[C:15]1([O:24][C:25]([CH3:26])=[O:27])[CH:14]3[CH:12]([CH2:11][N:10]2[O:23]1)[N:13]3[C:28]([CH3:29])=[O:30]. Yields the product CC(=O)Oc1cc(C=NO)cc2c1C(COC(N)=O)C1(OC(C)=O)ON2CC2C1N2C(C)=O. Reactants: CC(=O)Oc1cc(C=O)cc2c1C(COC(N)=O)C1(OC(C)=O)ON2CC2C1N2C(C)=O, O=C([O-])O, CO, Cl, NO, [Na+]. Starting materials: N=1NC=CC1C. The reagents and catalysts are N=1C=C(C(=C2C=CC3=C(N=CC(=C3C)C)C12)C)C, O1B(OC(C)(C)C1(C)C)B2OC(C)(C)C(O2)(C)C, C[OH2+].C[OH2+].C1CC=CCCC=C1.C1CC=CCCC=C1.[Ir].[Ir]. The solvent is O1CCCC1. Conditions: temperature 80 celsius, time 21 hour. Yields the product N=1NC=C(B2OC(C)(C)C(O2)(C)C)C1C. The yield is 59.0%. Reactants: CC[SiH](CC)CC, ClCCl, CCCCCN1C(=O)C(O)(c2cc3c(cc2O)OCO3)c2sccc21, O=C(O)C(F)(F)F. Product: CCCCCN1C(=O)C(c2cc3c(cc2O)OCO3)c2sccc21. Reaction SMILES: [CH2:33]([SiH:34]([CH2:35][CH3:36])[CH2:37][CH3:38])[CH3:39].[Cl:40][CH2:41][Cl:42].[OH:1][C:2]1([c:16]2[cH:17][c:18]3[c:19]([cH:23][c:24]2[OH:25])[O:20][CH2:21][O:22]3)[c:3]2[c:4]([cH:13][cH:14][s:15]2)[N:5]([CH2:8][CH2:9][CH2:10][CH2:11][CH3:12])[C:6]1=[O:7].[OH:26][C:27]([C:28]([F:29])([F:30])[F:31])=[O:32]>>[CH:2]1([c:16]2[cH:17][c:18]3[c:19]([cH:23][c:24]2[OH:25])[O:20][CH2:21][O:22]3)[c:3]2[c:4]([cH:13][cH:14][s:15]2)[N:5]([CH2:8][CH2:9][CH2:10][CH2:11][CH3:12])[C:6]1=[O:7].